From a dataset of the Open Reaction Database (ORD), a public repository of structured organic reaction records. describe an organic reaction: reactants, conditions, products, and yield Reactants: C(C)(C)(C)OC(NC1=CC=C(C=2SC3=CC=CC=C3CC12)C=1OC(=CC(C1)=O)N1CCOCC1)=O ([4-(6-Morpholin-4-yl-4-oxo-4H-pyran-2-yl)-9H-thioxanthen-1-yl]-carbamic acid tert-butyl ester), FC(C(=O)O)(F)F (trifluoroacetic acid). Solvent: C(Cl)Cl (CH2Cl2). Conditions: time 18 hour. The product is NC1=CC=C(C=2SC3=CC=CC=C3CC12)C=1OC(=CC(C1)=O)N1CCOCC1 (2-(1-Amino-9H-thioxanthen-4-yl)-6-morpholin-4-yl-pyran-4-one). The yield is 56.4%. Reaction SMILES: C(OC(=O)[NH:7][C:8]1[C:21]2[CH2:20][C:19]3[C:14](=[CH:15][CH:16]=[CH:17][CH:18]=3)[S:13][C:12]=2[C:11]([C:22]2[O:23][C:24]([N:29]3[CH2:34][CH2:33][O:32][CH2:31][CH2:30]3)=[CH:25][C:26](=[O:28])[CH:27]=2)=[CH:10][CH:9]=1)(C)(C)C.FC(F)(F)C(O)=O>C(Cl)Cl>[NH2:7][C:8]1[C:21]2[CH2:20][C:19]3[C:14](=[CH:15][CH:16]=[CH:17][CH:18]=3)[S:13][C:12]=2[C:11]([C:22]2[O:23][C:24]([N:29]3[CH2:34][CH2:33][O:32][CH2:31][CH2:30]3)=[CH:25][C:26](=[O:28])[CH:27]=2)=[CH:10][CH:9]=1. Reported procedure: To a solution of [4-(6-Morpholin-4-yl-4-oxo-4H-pyran-2-yl)-9H-thioxanthen-1-yl]-carbamic acid tert-butyl ester (3.25 g) in CH2Cl2 (25 ml) was added trifluoroacetic acid (5 ml). The mixture was stirred at room temperature for 18 hrs whereupon it was cooled (0° C.) and quenched by dropwise addition of saturated NaHCO3 until the pH 9 was attained. The mixture was then extracted using CH2Cl2 (3×20 mL), the combined organic extracts were then dried (MgSO4), filtered and concentrated in vacuo to give ... Starting materials: O (water), alcohol, C(C)(=O)O (acetic acid), [Si](OCC)(OCC)(OCC)OCC (tetraethyl orthosilicate), C[Si](OC)(OC)OC (methyltrimethoxysilane), OCCN(CCO)CCC[Si](OCC)(OCC)OCC (bis(2-hydroxyethyl)aminopropyltriethoxysilane). Product: O1C2CC(CCC21)CC[Si](OC)(OC)OC ((3,4-epoxycyclohexyl)ethyltrimethoxysilane). Reaction SMILES: [Si]([O:11][CH2:12][CH3:13])(OCC)(OCC)OCC.[CH3:14][Si](OC)(OC)OC.OCCN([CH2:29][CH2:30][CH2:31][Si:32]([O:39][CH2:40]C)([O:36][CH2:37]C)[O:33][CH2:34]C)CCO.O.[C:43](O)(=O)[CH3:44]>>[O:11]1[CH:12]2[CH:13]1[CH2:14][CH:29]([CH2:30][CH2:31][Si:32]([O:33][CH3:34])([O:36][CH3:37])[O:39][CH3:40])[CH2:43][CH2:44]2. Reported procedure: The coating composition according to claim 1 wherein about 57 weight percent tetraethyl orthosilicate, about 28 weight percent methyltrimethoxysilane and about 15 weight percent bis(2-hydroxyethyl)aminopropyltriethoxysilane were hydrolyzed with a mixture of water, alcohol and acetic acid and then aged. Product: CC(C)(C)OC(=O)N1CC(Sc2ccccc2OC(F)(F)F)CC1C(=O)NC1(C#N)CC1. Starting materials: CC(C)(C)OC(=O)N1CC(OS(C)(=O)=O)CC1C(=O)NC1(C#N)CC1, CS(=O)(=O)O, FC(F)(F)Oc1ccccc1S. Reaction SMILES: [C:6]([CH3:7])([CH3:8])([CH3:9])[O:10][C:11](=[O:12])[N:13]1[CH:14]([C:23]([NH:24][C:25]2([C:28]#[N:29])[CH2:26][CH2:27]2)=[O:30])[CH2:15][CH:16]([O:18][S:19]([CH3:20])(=[O:21])=[O:22])[CH2:17]1.[CH3:1][S:2]([OH:3])(=[O:4])=[O:5].[F:31][C:32]([O:33][c:34]1[c:35]([SH:40])[cH:36][cH:37][cH:38][cH:39]1)([F:41])[F:42]>>[C:6]([CH3:7])([CH3:8])([CH3:9])[O:10][C:11](=[O:12])[N:13]1[CH:14]([C:23]([NH:24][C:25]2([C:28]#[N:29])[CH2:26][CH2:27]2)=[O:30])[CH2:15][CH:16]([S:40][c:35]2[c:34]([O:33][C:32]([F:31])([F:41])[F:42])[cH:39][cH:38][cH:37][cH:36]2)[CH2:17]1.